From a dataset of the Open Reaction Database (ORD), a public repository of structured organic reaction records. describe an organic reaction: reactants, conditions, products, and yield Starting materials: C(CCCCCCCCC)=O (n-Decanal), C(COCCOCCOCCO)O (tetraethylene glycol). Reagents/catalysts: [Pd] (Pd/C). Run at temperature 200 celsius, time 3 hour. Product: C(CCCCCCCCC)=O.C(COCCOCCOCCO)O (n-Decanal Tetraethylene Glycol). Reaction SMILES: [CH:1](=[O:11])[CH2:2][CH2:3][CH2:4][CH2:5][CH2:6][CH2:7][CH2:8][CH2:9][CH3:10].[CH2:12]([OH:24])[CH2:13][O:14][CH2:15][CH2:16][O:17][CH2:18][CH2:19][O:20][CH2:21][CH2:22][OH:23]>[Pd]>[CH:1](=[O:11])[CH2:2][CH2:3][CH2:4][CH2:5][CH2:6][CH2:7][CH2:8][CH2:9][CH3:10].[CH2:22]([OH:23])[CH2:21][O:20][CH2:19][CH2:18][O:17][CH2:16][CH2:15][O:14][CH2:13][CH2:12][OH:24] |f:3.4|. Procedure details: n-Decanal (3.9 g, 4.7 ml, 0.025 mol), tetraethylene glycol (97.1 g, 86.3 ml, 0.5 mol) and 10% Pd/C (0.2 g, 5 wt % to n-decanal) are charged to a 150 ml Parr reactor. The system is purged with nitrogen three times. Then 500 psi of hydrogen is charged, the reactor is heated to 200° C., and the hydrogen pressure is adjusted to 1000 psi. After 3 hours at 200° C. and 1000 psi, GC analysis shows complete conversion of n-decanal and detects 3,6,9,12-tetraoxa-1-docosanol (79.4%) and n-decanol (15.3%). Starting materials: BrC=1C=C(C=C(C1)Br)C (3,5-dibromotoluene), [Cu]C#N (copper (I) cyanide). Solvent: CN1C(CCC1)=O (1-methyl-2-pyrrolidone). Conditions: temperature 200 celsius, time 1.5 hour. Product: BrC=1C=C(C=C(C1)C#N)C (3-Bromo-5-cyanotoluene). The yield is 21.0%. RXN SMILES: [Br:1][C:2]1[CH:3]=[C:4]([CH3:9])[CH:5]=[C:6](Br)[CH:7]=1.[Cu][C:11]#[N:12]>CN1CCCC1=O>[Br:1][C:2]1[CH:3]=[C:4]([CH3:9])[CH:5]=[C:6]([C:11]#[N:12])[CH:7]=1. Procedure details: To a solution of 3,5-dibromotoluene (10.00 g) in 1-methyl-2-pyrrolidone (70 ml) was added copper (I) cyanide (5.20) and the mixture was stirred at 200° C. for 1.5 hours. The reaction mixture was cooled to room temperature and partitioned between water and ethyl acetate. The extract was washed with 1M hydrochloric acid, water and brine, dried over anhydrous magnesium sulfate and then concentrated in vacuo. The residue was purified by chromatography on a silica gel column using hexane/ethyl acetat... Starting materials: CCCS(=O)(=O)Nc1cccc(C(=O)OCC)c1, Cl, [Li+], C1CCOC1, [OH-], O. Product: CCCS(=O)(=O)Nc1cccc(C(=O)O)c1. Reaction SMILES: [CH2:1]([CH3:2])[O:3][C:4]([c:5]1[cH:6][c:7]([NH:11][S:12](=[O:13])(=[O:14])[CH2:15][CH2:16][CH3:17])[cH:8][cH:9][cH:10]1)=[O:18].[ClH:26].[Li+:19].[O:21]1[CH2:22][CH2:23][CH2:24][CH2:25]1.[OH-:20].[OH2:27]>>[O:3]=[C:4]([c:5]1[cH:6][c:7]([NH:11][S:12](=[O:13])(=[O:14])[CH2:15][CH2:16][CH3:17])[cH:8][cH:9][cH:10]1)[OH:18]. Reactants: C1COCCO1, CC1CN(Cc2cccc(-c3cc(CNC(=O)c4cccc(CC5CCN(C(=O)OC(C)(C)C)CC5)c4)ccc3F)c2)CCN1C, Cl. Yields the product CC1CN(Cc2cccc(-c3cc(CNC(=O)c4cccc(CC5CCNCC5)c4)ccc3F)c2)CCN1C. Reaction SMILES: [CH2:48]1[O:49][CH2:50][CH2:51][O:52][CH2:53]1.[CH3:1][CH:2]1[CH2:3][N:4]([CH2:9][c:10]2[cH:11][c:12](-[c:16]3[cH:17][c:18]([CH2:23][NH:24][C:25](=[O:26])[c:27]4[cH:28][c:29]([CH2:33][CH:34]5[CH2:35][CH2:36][N:37]([C:40]([O:41][C:42]([CH3:43])([CH3:44])[CH3:45])=[O:46])[CH2:38][CH2:39]5)[cH:30][cH:31][cH:32]4)[cH:19][cH:20][c:21]3[F:22])[cH:13][cH:14][cH:15]2)[CH2:5][CH2:6][N:7]1[CH3:8].[ClH:47]>>[CH3:1][CH:2]1[CH2:3][N:4]([CH2:9][c:10]2[cH:11][c:12](-[c:16]3[cH:17][c:18]([CH2:23][NH:24][C:25](=[O:26])[c:27]4[cH:28][c:29]([CH2:33][CH:34]5[CH2:35][CH2:36][NH:37][CH2:38][CH2:39]5)[cH:30][cH:31][cH:32]4)[cH:19][cH:20][c:21]3[F:22])[cH:13][cH:14][cH:15]2)[CH2:5][CH2:6][N:7]1[CH3:8]. The reactants are FC=1C=C(C=C(C1O)F)/C=C/C(=O)OCC ((E)-ethyl 3-(3,5-difluoro-4-hydroxyphenyl)acrylate), [H][H] (hydrogen). The reagents and catalysts are [Pd] (Pd/C). Solvent: C(C)O (ethanol). Reaction conditions: time 8 hour. Yields the product FC=1C=C(C=C(C1O)F)CCC(=O)OCC (ethyl 3-(3,5-difluoro-4-hydroxyphenyl)propanoate). Reaction SMILES: [F:1][C:2]1[CH:3]=[C:4](/[CH:10]=[CH:11]/[C:12]([O:14][CH2:15][CH3:16])=[O:13])[CH:5]=[C:6]([F:9])[C:7]=1[OH:8].[H][H]>C(O)C.[Pd]>[F:1][C:2]1[CH:3]=[C:4]([CH2:10][CH2:11][C:12]([O:14][CH2:15][CH3:16])=[O:13])[CH:5]=[C:6]([F:9])[C:7]=1[OH:8]. Procedure details: To a solution of (E)-ethyl 3-(3,5-difluoro-4-hydroxyphenyl)acrylate (10) (0.751 g, 3.29 mmol) in ethanol (20 mL) was added Pd/C (81 mg, 10% Degussa type). A balloon of hydrogen gas was added and the reaction was evacuated and back-filled with hydrogen three times. The reaction was stirred under a hydrogen balloon overnight at room temperature, filtered through a pad of celite and concentrated in vacuo to give ethyl 3-(3,5-difluoro-4-hydroxyphenyl)propanoate (11). Reactants: O (water), CC12CCCC(CC1)(C2=O)C (1,5-dimethyl-bicyclo[3.2.1]octane-8-one), solution, C[Li] (methyl lithium). Solvent: COC (dimethylether), C(C)OCC (diethylether). The product is CC12CCCC(CC1)(C2(O)C)C (1,5,8-trimethyl-bicyclo[3.2.1]octane-8-ol). Yield: 73.3%. As a reaction SMILES: [CH3:1][C:2]12[C:9](=[O:10])[C:6]([CH3:11])([CH2:7][CH2:8]1)[CH2:5][CH2:4][CH2:3]2.[CH3:12][Li].O>COC.C(OCC)C>[CH3:11][C:6]12[C:9]([CH3:12])([OH:10])[C:2]([CH3:1])([CH2:8][CH2:7]1)[CH2:3][CH2:4][CH2:5]2. Reported procedure: To a solution of 45,8 g (0,3 mole) of 1,5-dimethyl-bicyclo[3.2.1]octane-8-one in 150 ml dried dimethylether at boiling temperature 250 ml (178 g) of a 5% solution of methyl lithium (4 mole) in diethylether were dropwise added under stirring. After 1 h of stirring at boiling temperature about 50 ml water were dripped in followed by extraction with diethylether. The combined organic phases were dried over Na2SO4, evaporated under vacuum and distilled which resulted in 37 g (73%) of 8 in form of a ...